This data is from the Open Reaction Database (ORD), a public repository of structured organic reaction records. The task is: describe an organic reaction: reactants, conditions, products, and yield The reactants are C(C)(=O)OC(C(=O)OC)=CC1=CC2=CN(N=C2C(=C1)C)COCC[Si](C)(C)C (methyl 2-acetoxy-3-(7-methyl-2-((2-(trimethylsilyl)ethoxy)methyl)-2H-indazol-5-yl)acrylate). The reagents and catalysts are [B-](F)(F)(F)F.CC[C@@H]1CC[C@H](P1C2=CC=CC=C2P3[C@@H](CC[C@H]3CC)CC)CC.C1C[CH][CH]CC[CH][CH]1.[Rh] ((−)-1,2-bis-((2R,5R)-2,5-diethylphospholano)benzene-(cyclooctadiene)rhodium(I) tetrafluoroborate). Run in ClCCl (dichloromethane). Conditions: time 6 hour. Product: C(C)(=O)O[C@@H](C(=O)OC)CC1=CC2=CN(N=C2C(=C1)C)COCC[Si](C)(C)C ((R)-Methyl 2-acetoxy-3-(7-methyl-2-((2-(trimethylsilyl)ethoxy)methyl)-2H-indazol-5-yl)propanoate). RXN SMILES: [C:1]([O:4][C:5](=[CH:10][C:11]1[CH:19]=[C:18]([CH3:20])[C:17]2[C:13](=[CH:14][N:15]([CH2:21][O:22][CH2:23][CH2:24][Si:25]([CH3:28])([CH3:27])[CH3:26])[N:16]=2)[CH:12]=1)[C:6]([O:8][CH3:9])=[O:7])(=[O:3])[CH3:2]>[B-](F)(F)(F)F.CC[C@H]1P(C2C(P3[C@H](CC)CC[C@H]3CC)=CC=CC=2)[C@H](CC)CC1.C1[CH][CH]CC[CH][CH]C1.[Rh].ClCCl>[C:1]([O:4][C@H:5]([CH2:10][C:11]1[CH:19]=[C:18]([CH3:20])[C:17]2[C:13](=[CH:14][N:15]([CH2:21][O:22][CH2:23][CH2:24][Si:25]([CH3:28])([CH3:27])[CH3:26])[N:16]=2)[CH:12]=1)[C:6]([O:8][CH3:9])=[O:7])(=[O:3])[CH3:2] |f:1.2.3.4,^1:58,59,62,63|. Procedure: To a solution of methyl 2-acetoxy-3-(7-methyl-2-((2-(trimethylsilyl)ethoxy)methyl)-2H-indazol-5-yl)acrylate (825 mg, 2.04 mmol) in degassed (by bubbling nitrogen) dichloromethane (20.00 mL) under nitrogen was added solid (−)-1,2-bis-((2R,5R)-2,5-diethylphospholano)benzene-(cyclooctadiene)rhodium(I) tetrafluoroborate (100.00 mg), all at once. The reaction was placed under a hydrogen atmosphere (55 psi), and shaken for 6 h. The reaction was concentrated and purified by column chromatography (25% e... Starting materials: C(C1=CC=CC=C1)(=O)ON(C(CC1=CC=C(C=C1)Cl)=O)CCC1=CC(=C(C=C1)OCC#C)OC (N-Benzoyloxy-2-(4-chloro-phenyl)-N-[2-(3-methoxy-4-prop-2-ynyloxy-phenyl)-ethyl]-acetamide). Product: ClC1=CC=C(C=C1)CC(=O)N(CCC1=CC(=C(C=C1)OCC#C)OC)O (2-(4-chloro-phenyl)-N-hydroxy-N-[2-(3-methoxy-4-prop-2-ynyloxy-phenyl)-ethyl]-acetamide). Reaction SMILES: C([O:9][N:10]([CH2:21][CH2:22][C:23]1[CH:28]=[CH:27][C:26]([O:29][CH2:30][C:31]#[CH:32])=[C:25]([O:33][CH3:34])[CH:24]=1)[C:11](=[O:20])[CH2:12][C:13]1[CH:18]=[CH:17][C:16]([Cl:19])=[CH:15][CH:14]=1)(=O)C1C=CC=CC=1>[NH4+].[OH-].CO>[Cl:19][C:16]1[CH:15]=[CH:14][C:13]([CH2:12][C:11]([N:10]([OH:9])[CH2:21][CH2:22][C:23]2[CH:28]=[CH:27][C:26]([O:29][CH2:30][C:31]#[CH:32])=[C:25]([O:33][CH3:34])[CH:24]=2)=[O:20])=[CH:18][CH:17]=1 |f:1.2.3|. Run in [NH4+].[OH-].CO (NH4OH MeOH). Conditions: time 8 hour. Procedure: N-Benzoyloxy-2-(4-chloro-phenyl)-N-[2-(3-methoxy-4-prop-2-ynyloxy-phenyl)-ethyl]-acetamide (0.3 g, 0.6 mmol) is dissolved in 2 ml 10% NH4OH/MeOH and stirred at room temperature overnight. The solvent is removed under vacuum and the crude product is purified by flash chromatography (ethyl acetate:hexane, 1:2) to yield 2-(4-chloro-phenyl)-N-hydroxy-N-[2-(3-methoxy-4-prop-2-ynyloxy-phenyl)-ethyl]-acetamide as a solid.